Dataset: the Open Reaction Database (ORD), a public repository of structured organic reaction records. Task: describe an organic reaction: reactants, conditions, products, and yield The reactants are CI, COc1ccccc1C=C1CCNC1=O, CN(C)C=O, [H-], [Na+], O. Yields the product COc1ccccc1C=C1CCN(C)C1=O. RXN SMILES: [CH3:18][I:19].[CH3:1][O:2][c:3]1[c:4]([CH:5]=[C:6]2[C:7](=[O:11])[NH:8][CH2:9][CH2:10]2)[cH:12][cH:13][cH:14][cH:15]1.[CH3:21][N:22]([CH3:23])[CH:24]=[O:25].[H-:16].[Na+:17].[OH2:20]>>[CH3:1][O:2][c:3]1[c:4]([CH:5]=[C:6]2[C:7](=[O:11])[N:8]([CH3:18])[CH2:9][CH2:10]2)[cH:12][cH:13][cH:14][cH:15]1.